Dataset: the Open Reaction Database (ORD), a public repository of structured organic reaction records. Task: describe an organic reaction: reactants, conditions, products, and yield Starting materials: C(CCC)N1C(C(=C(C2=CC=CN=C12)C1=CC(=CC=C1)OC)NC(=O)NC1=C(C=C(C=C1C(C)C)OC(C1=CC(=CC=C1)Cl)=O)C(C)C)=O (N-[1-butyl-4-(3-methoxyphenyl)-1,2-dihydro-2-oxo-1,8-naphthyridin-3-yl]-N′-[2,6-diisopropyl-4-(3-chlorobenzoyloxy)-phenyl]urea), C[O-].[Na+] (sodium methoxide), O (water). Solvent: CO (methanol). Reaction conditions: time 1 hour. The product is C(CCC)N1C(C(=C(C2=CC=CN=C12)C1=CC(=CC=C1)OC)NC(=O)NC1=C(C=C(C=C1C(C)C)O)C(C)C)=O (N-[1-butyl-4-(3-methoxyphenyl)-1,2-dihydro-2-oxo-1,8-naphthyridin-3-yl]-N′-(2,6-diisopropyl-4-hydroxyphenyl)urea). The yield is 90.6%. Reaction SMILES: [CH2:1]([N:5]1[C:14]2[C:9](=[CH:10][CH:11]=[CH:12][N:13]=2)[C:8]([C:15]2[CH:20]=[CH:19][CH:18]=[C:17]([O:21][CH3:22])[CH:16]=2)=[C:7]([NH:23][C:24]([NH:26][C:27]2[C:32]([CH:33]([CH3:35])[CH3:34])=[CH:31][C:30]([O:36]C(=O)C3C=CC=C(Cl)C=3)=[CH:29][C:28]=2[CH:46]([CH3:48])[CH3:47])=[O:25])[C:6]1=[O:49])[CH2:2][CH2:3][CH3:4].C[O-].[Na+].O>CO>[CH2:1]([N:5]1[C:14]2[C:9](=[CH:10][CH:11]=[CH:12][N:13]=2)[C:8]([C:15]2[CH:20]=[CH:19][CH:18]=[C:17]([O:21][CH3:22])[CH:16]=2)=[C:7]([NH:23][C:24]([NH:26][C:27]2[C:32]([CH:33]([CH3:35])[CH3:34])=[CH:31][C:30]([OH:36])=[CH:29][C:28]=2[CH:46]([CH3:48])[CH3:47])=[O:25])[C:6]1=[O:49])[CH2:2][CH2:3][CH3:4] |f:1.2|. Reported procedure: To a solution of N-[1-butyl-4-(3-methoxyphenyl)-1,2-dihydro-2-oxo-1,8-naphthyridin-3-yl]-N′-[2,6-diisopropyl-4-(3-chlorobenzoyloxy)-phenyl]urea (1.0 g, 1.6 mmol) in methanol (30 ml) is added dropwise a 28% sodium methoxide (0.45 ml, 1.76 mmol) at room temperature, and the mixture is stirred at the same temperature for one hour. To the mixture is added water, and the mixture is extracted with ethyl acetate. The extract is washed with an aqueous ammonium chloride solution and a saturated brine, dr...